This data is from the Open Reaction Database (ORD), a public repository of structured organic reaction records. The task is: describe an organic reaction: reactants, conditions, products, and yield Starting materials: [Cl-].[Na+] (sodium chloride), [H-].[Na+] (sodium hydride), C(C)(=O)O[C@@H](CCCCCl)C ((R)-5-Acetoxy-1-chlorohexane), NC1=CC(NC(N1C)=O)=O (6-amino-1-methyluracil). Solvent: CS(=O)C (dimethylsulfoxide). Conditions: time 2 hour. The product is C(C)(=O)O[C@@H](CCCCN1C(N(C(=CC1=O)N)C)=O)C ((R)-3-(5-acetoxyhexyl)-6-amino-1-methyluracil). Isolated yield 77.6%. As a reaction SMILES: [H-].[Na+].[NH2:3][C:4]1[N:9]([CH3:10])[C:8](=[O:11])[NH:7][C:6](=[O:12])[CH:5]=1.[C:13]([O:16][C@H:17]([CH3:23])[CH2:18][CH2:19][CH2:20][CH2:21]Cl)(=[O:15])[CH3:14].[Cl-].[Na+]>CS(C)=O>[C:13]([O:16][C@H:17]([CH3:23])[CH2:18][CH2:19][CH2:20][CH2:21][N:7]1[C:6](=[O:12])[CH:5]=[C:4]([NH2:3])[N:9]([CH3:10])[C:8]1=[O:11])(=[O:15])[CH3:14] |f:0.1,4.5|. Reported procedure: To a stirring suspension of sodium hydride (5.52 g, 230 mmol) in anhydrous dimethylsulfoxide (500 ml) was added 6-amino-1-methyluracil (28.2 g, 200 mmol). After stirring at room temperature under argon for 2 hours, (R)-5-Acetoxy-1-chlorohexane (37.5 g, 210 mmol) was added neat and the mixture was stirred at 80° C. for 16 hours. After cooling to room temperature, the mixture was poured into saturated aqueous sodium chloride solution (1500 ml) and extracted with ethyl acetate (9x 200 ml). The comb...